This data is from the Open Reaction Database (ORD), a public repository of structured organic reaction records. The task is: describe an organic reaction: reactants, conditions, products, and yield Reactants: Cn1c(C(C)(C)C)cc(=NC(=O)c2cc(C(F)(F)F)ccc2F)n1CC1CCCO1, C1CCOC1, CC(C)(C)[O-], [K+], CC(C)(C)OC(=O)N1CCC1CO. Product: Cn1c(C(C)(C)C)cc(=NC(=O)c2cc(C(F)(F)F)ccc2OCC2CCN2C(=O)OC(C)(C)C)n1CC1CCCO1. As a reaction SMILES: [C:20]([CH3:21])([CH3:22])([CH3:23])[c:24]1[cH:25][c:26](=[N:36][C:37]([c:38]2[c:39]([F:48])[cH:40][cH:41][c:42]([C:44]([F:45])([F:46])[F:47])[cH:43]2)=[O:49])[n:27]([CH2:30][CH:31]2[O:32][CH2:33][CH2:34][CH2:35]2)[n:28]1[CH3:29].[CH2:50]1[O:51][CH2:52][CH2:53][CH2:54]1.[CH3:14][C:15]([CH3:16])([O-:17])[CH3:18].[K+:19].[OH:1][CH2:2][CH:3]1[N:4]([C:7](=[O:8])[O:9][C:10]([CH3:11])([CH3:12])[CH3:13])[CH2:5][CH2:6]1>>[O:1]([CH2:2][CH:3]1[N:4]([C:7](=[O:8])[O:9][C:10]([CH3:11])([CH3:12])[CH3:13])[CH2:5][CH2:6]1)[c:39]1[c:38]([C:37]([N:36]=[c:26]2[cH:25][c:24]([C:20]([CH3:21])([CH3:22])[CH3:23])[n:28]([CH3:29])[n:27]2[CH2:30][CH:31]2[O:32][CH2:33][CH2:34][CH2:35]2)=[O:49])[cH:43][c:42]([C:44]([F:45])([F:46])[F:47])[cH:41][cH:40]1. Reported procedure: 1-Formyl-2-(4-phenoxyphenyl)-4-[4-(2-dimethylaminoethoxy)phenyl]semicarbazide (60 mg) was added to a solution of potassium hydroxide (15 mg) in methanol (20 mL). After 4 hours at room temperature, the mixture was heated at 40° C. for 24 hours. After cooling, the reaction solution was diluted with water and extracted with ethyl acetate. The organic phase was dried and concentrated. The product with the molecular weight of 416.48 (C24H24N4O3); MS (ESI): 417 ([M+H]+), was obtained in this way. Starting materials: C(=O)NN(C(=O)NC1=CC=C(C=C1)OCCN(C)C)C1=CC=C(C=C1)OC1=CC=CC=C1 (1-Formyl-2-(4-phenoxyphenyl)-4-[4-(2-dimethylaminoethoxy)phenyl]semicarbazide), [OH-].[K+] (potassium hydroxide). Yields the product CN(CCOC1=CC=C(C=C1)N1C(N(N=C1)C1=CC=C(C=C1)OC1=CC=CC=C1)=O)C (4-[4-(2-Dimethylaminoethoxy)phenyl]-2-(4-phenoxyphenyl)-2,4-dihydro-[1,2,4]triazol-3-one). As a reaction SMILES: [CH:1]([NH:3][N:4]([C:20]1[CH:25]=[CH:24][C:23]([O:26][C:27]2[CH:32]=[CH:31][CH:30]=[CH:29][CH:28]=2)=[CH:22][CH:21]=1)[C:5]([NH:7][C:8]1[CH:13]=[CH:12][C:11]([O:14][CH2:15][CH2:16][N:17]([CH3:19])[CH3:18])=[CH:10][CH:9]=1)=[O:6])=O.[OH-].[K+]>CO.O>[CH3:18][N:17]([CH3:19])[CH2:16][CH2:15][O:14][C:11]1[CH:10]=[CH:9][C:8]([N:7]2[CH:1]=[N:3][N:4]([C:20]3[CH:25]=[CH:24][C:23]([O:26][C:27]4[CH:32]=[CH:31][CH:30]=[CH:29][CH:28]=4)=[CH:22][CH:21]=3)[C:5]2=[O:6])=[CH:13][CH:12]=1 |f:1.2|. The solvent is CO (methanol), O (water). Reaction conditions: temperature 40 celsius, time 4 hour. The reactants are ICC=1CS[C@H]2N(C1C(=O)OC(C1=CC=CC=C1)C1=CC=CC=C1)C([C@H]2NC(CC=2SC=CC2)=O)=O (diphenylmethyl 3-iodomethyl-7β-(2-thienylacetamido)ceph-3-em-4-carboxylate), C(CCC)P(CCCC)CCCC (tri-n-butylphosphine). Solvent: C(C)(=O)OCC (ethyl acetate), C(C)(=O)OCC (ethyl acetate). Reaction conditions: time 45 minute. Yields the product [I-].C1(=CC=CC=C1)C(OC(=O)C1=C(CS[C@H]2N1C([C@H]2NC(CC=2SC=CC2)=O)=O)C[P+](CCCC)(CCCC)CCCC)C2=CC=CC=C2 ([4-Diphenylmethoxycarbonyl-7β-(2-thienylacetamido)ceph-3-em-3-ylmethyl]tri-n-butylphosphonium iodide). The yield is 53.3%. RXN SMILES: [I:1][CH2:2][C:3]1[CH2:4][S:5][C@@H:6]2[C@H:26]([NH:27][C:28](=[O:35])[CH2:29][C:30]3[S:31][CH:32]=[CH:33][CH:34]=3)[C:25](=[O:36])[N:7]2[C:8]=1[C:9]([O:11][CH:12]([C:19]1[CH:24]=[CH:23][CH:22]=[CH:21][CH:20]=1)[C:13]1[CH:18]=[CH:17][CH:16]=[CH:15][CH:14]=1)=[O:10].[CH2:37]([P:41]([CH2:46][CH2:47][CH2:48][CH3:49])[CH2:42][CH2:43][CH2:44][CH3:45])[CH2:38][CH2:39][CH3:40]>C(OCC)(=O)C>[I-:1].[C:13]1([CH:12]([C:19]2[CH:20]=[CH:21][CH:22]=[CH:23][CH:24]=2)[O:11][C:9]([C:8]2[N:7]3[C:25](=[O:36])[C@@H:26]([NH:27][C:28](=[O:35])[CH2:29][C:30]4[S:31][CH:32]=[CH:33][CH:34]=4)[C@H:6]3[S:5][CH2:4][C:3]=2[CH2:2][P+:41]([CH2:42][CH2:43][CH2:44][CH3:45])([CH2:46][CH2:47][CH2:48][CH3:49])[CH2:37][CH2:38][CH2:39][CH3:40])=[O:10])[CH:18]=[CH:17][CH:16]=[CH:15][CH:14]=1 |f:3.4|. Procedure details: A solution of diphenylmethyl 3-iodomethyl-7β-(2-thienylacetamido)ceph-3-em-4-carboxylate (4.9 g.) in ethyl acetate (90 ml.) was stirred in the dark at room temperature and treated, over 15 minutes, with a solution of tri-n-butylphosphine (3.1 g., ca. 2 equivs.) in ethyl acetate (50 ml.). The solution was stirred for a further 45 minutes and precipitated into petroleum-ether to give the phosphonium iodide (3.448 g.), m.p. 120°-125° (decomp), [α]D - 43° (N,N-dimethylformamide), RF 0.0, inflexion (...